Dataset: the Open Reaction Database (ORD), a public repository of structured organic reaction records. Task: describe an organic reaction: reactants, conditions, products, and yield The reactants are COC=1C=CC(=C(C1)C(CC(=O)C1=CC=C(C=C1)[N+](=O)[O-])=O)O (1-(5-methoxy-2-hydroxyphenyl)-3-(4-nitrophenyl)propan-1,3-dione), S(O)(O)(=O)=O (sulfuric acid). Solvent: C(C)(=O)O (acetic acid). Product: COC=1C=C2C(C=C(OC2=CC1)C1=CC=C(C=C1)[N+](=O)[O-])=O (6-methoxy-4′-nitroflavone). RXN SMILES: [CH3:1][O:2][C:3]1[CH:4]=[CH:5][C:6]([OH:23])=[C:7]([C:9](=[O:22])[CH2:10][C:11]([C:13]2[CH:18]=[CH:17][C:16]([N+:19]([O-:21])=[O:20])=[CH:15][CH:14]=2)=O)[CH:8]=1.S(=O)(=O)(O)O>C(O)(=O)C>[CH3:1][O:2][C:3]1[CH:8]=[C:7]2[C:6](=[CH:5][CH:4]=1)[O:23][C:11]([C:13]1[CH:14]=[CH:15][C:16]([N+:19]([O-:21])=[O:20])=[CH:17][CH:18]=1)=[CH:10][C:9]2=[O:22]. Reported procedure: A mixed solution consisting of compound 22 (2.92 g, 9.26 mmol), concentrated sulfuric acid (1 ml), and acetic acid (50 ml) was heated to reflux for 1 hour. The temperature of the resultant was returned to room temperature, and ice pieces were then added to the reaction solution. The precipitated crystal was collected by filtration, so as to obtain a product of interest, 6-methoxy-4′-nitroflavone (compound 23). Yield: 2.31 g (yield constant: 84.1%) Starting materials: O=C1CCCc2cnc(SCc3ccccc3)nc21, [H-], [Na+], CCOC(=O)C(=O)c1ccccc1, C1CCOC1. Product: O=C(C(=O)C1CCc2cnc(SCc3ccccc3)nc2C1=O)c1ccccc1. RXN SMILES: [CH2:1]([c:2]1[cH:3][cH:4][cH:5][cH:6][cH:7]1)[S:8][c:9]1[n:10][c:11]2[c:16]([cH:17][n:18]1)[CH2:15][CH2:14][CH2:13][C:12]2=[O:19].[H-:20].[Na+:21].[O:22]=[C:23]([C:24](=[O:25])[O:26][CH2:27][CH3:28])[c:29]1[cH:30][cH:31][cH:32][cH:33][cH:34]1.[O:35]1[CH2:36][CH2:37][CH2:38][CH2:39]1>>[CH2:1]([c:2]1[cH:3][cH:4][cH:5][cH:6][cH:7]1)[S:8][c:9]1[n:10][c:11]2[c:16]([cH:17][n:18]1)[CH2:15][CH2:14][CH:13]([C:24]([C:23](=[O:22])[c:29]1[cH:30][cH:31][cH:32][cH:33][cH:34]1)=[O:25])[C:12]2=[O:19]. Reactants: resultant mixture, Cl (HCl), [OH-].[Na+] (NaOH), CCCCCCCCCCCCN (n-laurylamine), COC1=C(C=C(C=C1)C=O)O (isovaniline), C(C)(C)OC(C)C (diisopropylether). The solvent is C(C)(=O)OCC (ethyl acetate), C(C)(=O)O (acetic acid). Yields the product C(CCCCCCCCCCC)NCC1=CC(=C(C=C1)OC)O (N-lauryl-3-hydroxy-4-methoxybenzylamine), yellow crystals. Yield: 82.0%. RXN SMILES: [CH3:1][CH2:2][CH2:3][CH2:4][CH2:5][CH2:6][CH2:7][CH2:8][CH2:9][CH2:10][CH2:11][CH2:12][NH2:13].[CH3:14][O:15][C:16]1[CH:21]=[CH:20][C:19]([CH:22]=O)=[CH:18][C:17]=1[OH:24].C(OC(C)C)(C)C.Cl.[OH-].[Na+]>C(OCC)(=O)C.C(O)(=O)C>[CH2:12]([NH:13][CH2:22][C:19]1[CH:20]=[CH:21][C:16]([O:15][CH3:14])=[C:17]([OH:24])[CH:18]=1)[CH2:11][CH2:10][CH2:9][CH2:8][CH2:7][CH2:6][CH2:5][CH2:4][CH2:3][CH2:2][CH3:1] |f:4.5|. Procedure details: In a 100-ml round-bottomed flask were placed n-laurylamine (11.1 g (60 mmol)) and isovaniline (1.52 g (10 mmol)) under nitrogen. While stirring, diisopropylether (17.5 ml) and glacial acetic acid (5 ml) were sequentially added dropwise. After completion of addition, the mixture was stirred for approximately 2 hours at room temperature, followed by the addition of a borane-pyridine complex (1.2 ml (10 mmol), product of Aldrich) over 10 minutes. The mixture was stirred for a further 2 hours. Subse... Reactants: C(C)(C)(C)OC(CC(C(=O)O)CC(C)C)=O (2-isobutyl-succinic acid-4-t-butyl ester), O (Water), Triethyl phosphonoacetate, [H-].[Na+] (sodium hydride). Solvent: C1CCOC1 (THF), C1CCOC1 (THF). Conditions: time 20 minute. The product is C(C(C)C)C1CC(OC1)=O (4-Isobutyl-dihydro-furan-2-one). The yield is 104.9%. As a reaction SMILES: [H-].[Na+].C([O:7][C:8](=[O:18])[CH2:9][CH:10]([CH2:14][CH:15]([CH3:17])[CH3:16])[C:11](O)=O)(C)(C)C.O>C1COCC1>[CH2:14]([CH:10]1[CH2:11][O:18][C:8](=[O:7])[CH2:9]1)[CH:15]([CH3:16])[CH3:17] |f:0.1|. Reported procedure: Triethyl phosphonoacetate (1.13 mL, 5.70 mmol) was added dropwise to a stirring suspension of sodium hydride (0.22 g of a 60% dispersion in oil, 5.43 mmol) in THF (15 mL) at 0° C. under argon. After 20 minutes, ketone 3 (0.75 g, 5.43 mmol) in THF (6 mL) was added dropwise. The mixture was allowed to warm to room temperature and stirred for 16 hours. Water (5 mL) was added, and the mixture was extracted with ether (15 mL×3). The combined organic fractions were washed with brine and dried (MgSO4).... Reactants: C(C1=CC=CC=C1)OC=1C=C(C=CC1)C(C(=O)O)OC ((RS)-(3-Benzyloxy-phenyl)-methoxy-acetic acid), NCC1=CC=C(C#N)C=C1 (4-aminomethyl benzonitrile). The product is C(C1=CC=CC=C1)OC=1C=C(C=CC1)C(C(=O)NCC1=CC=C(C=C1)C#N)OC ((RS)-2-(3-benzyloxy-phenyl)-N-(4-cyano-benzyl)-2-methoxy-acetamide). Reaction SMILES: [CH2:1]([O:8][C:9]1[CH:10]=[C:11]([CH:15]([O:19][CH3:20])[C:16]([OH:18])=O)[CH:12]=[CH:13][CH:14]=1)[C:2]1[CH:7]=[CH:6][CH:5]=[CH:4][CH:3]=1.[NH2:21][CH2:22][C:23]1[CH:30]=[CH:29][C:26]([C:27]#[N:28])=[CH:25][CH:24]=1>>[CH2:1]([O:8][C:9]1[CH:10]=[C:11]([CH:15]([O:19][CH3:20])[C:16]([NH:28][CH2:27][C:26]2[CH:29]=[CH:30][C:23]([C:22]#[N:21])=[CH:24][CH:25]=2)=[O:18])[CH:12]=[CH:13][CH:14]=1)[C:2]1[CH:3]=[CH:4][CH:5]=[CH:6][CH:7]=1. Reported procedure: (RS)-(3-Benzyloxy-phenyl)-methoxy-acetic acid was coupled with 4-aminomethyl benzonitrile according to general procedure B to give (RS)-2-(3-benzyloxy-phenyl)-N-(4-cyano-benzyl)-2-methoxy-acetamide. Light yellow oil. Reactants: Cc1cc(C)cc(C2(O)C(=O)N(Cc3ccccc3)c3ccccc32)c1, Cc1cccc(C)c1O, O, O=C(O)C(F)(F)F. RXN SMILES: [CH2:1]([c:2]1[cH:3][cH:4][cH:5][cH:6][cH:7]1)[N:8]1[C:9](=[O:26])[C:10]([OH:17])([c:18]2[cH:19][c:20]([CH3:25])[cH:21][c:22]([CH3:24])[cH:23]2)[c:11]2[cH:12][cH:13][cH:14][cH:15][c:16]21.[CH3:27][c:28]1[c:29]([OH:35])[c:30]([CH3:34])[cH:31][cH:32][cH:33]1.[OH2:36].[OH:37][C:38]([C:39]([F:40])([F:41])[F:42])=[O:43]>>[CH2:1]([c:2]1[cH:3][cH:4][cH:5][cH:6][cH:7]1)[N:8]1[C:9](=[O:26])[C:10]([c:18]2[cH:19][c:20]([CH3:25])[cH:21][c:22]([CH3:24])[cH:23]2)([c:32]2[cH:31][c:30]([CH3:34])[c:29]([OH:35])[c:28]([CH3:27])[cH:33]2)[c:11]2[cH:12][cH:13][cH:14][cH:15][c:16]21. Product: Cc1cc(C)cc(C2(c3cc(C)c(O)c(C)c3)C(=O)N(Cc3ccccc3)c3ccccc32)c1.